This data is from the Open Reaction Database (ORD), a public repository of structured organic reaction records. The task is: describe an organic reaction: reactants, conditions, products, and yield Reactants: ClC(=O)OC (methyl chloroformate), [Cl-].[NH4+] (ammonium chloride), C(C)(C)[Si](OCC1=C(OC=C1)C)(C(C)C)C(C)C (Triisopropyl-(2-methyl-furan-3-ylmethoxy)-silane), C(C)(CC)[Li] (sec-butyllithium). Run in O1CCCC1 (tetrahydrofuran), O1CCCC1 (tetrahydrofuran). Conditions: time 1 hour. Yields the product COC(=O)C=1OC(=C(C1)CO[Si](C(C)C)(C(C)C)C(C)C)C (5-Methyl-4-triisopropylsilanyloxymethyl-furan-2-carboxylic acid methyl ester). As a reaction SMILES: [CH:1]([Si:4]([CH:16]([CH3:18])[CH3:17])([CH:13]([CH3:15])[CH3:14])[O:5][CH2:6][C:7]1[CH:11]=[CH:10][O:9][C:8]=1[CH3:12])([CH3:3])[CH3:2].C([Li])(CC)C.Cl[C:25]([O:27][CH3:28])=[O:26].[Cl-].[NH4+]>O1CCCC1>[CH3:28][O:27][C:25]([C:10]1[O:9][C:8]([CH3:12])=[C:7]([CH2:6][O:5][Si:4]([CH:1]([CH3:3])[CH3:2])([CH:13]([CH3:15])[CH3:14])[CH:16]([CH3:18])[CH3:17])[CH:11]=1)=[O:26] |f:3.4|. Procedure details: A solution of triisopropyl-(2-methyl-furan-3-ylmethoxy)-silane (14) (10.0 g) in tetrahydrofuran (300 mL) was cooled to −78° C. with stirring was treated drop-wise with sec-butyllithium (3.0 M in cyclohexane, 37 mL). After 1 hour the reaction mixture was treated drop-wise with a solution of methyl chloroformate (5.2 g) in tetrahydrofuran (30 mL) over 10 mins and stirring was continued at −78° C. for 1 hour. The reaction mixture was then treated with saturated ammonium chloride solution (300 mL) a...